Task: describe an organic reaction: reactants, conditions, products, and yield. Dataset: the Open Reaction Database (ORD), a public repository of structured organic reaction records The yield is 19.0%. Reagents/catalysts: [Fe] (iron). Reported procedure: 706 g (4 mols) of benzene sulphonyl chloride and 10 g of iron filings are initially placed in a 2-liter stirrer-type apparatus. The mixture is saturated with gaseous hydrochloric acid and chlorine is introduced at 50° to 60° C until there is an increase in weight of 150 g. Distillation takes place after removal of the catalyst. 741 g of crude product of b.p.: 113° to 120° C/3 mm.Hg are obtained. By fine rectification, 133 g of benzene sulphonyl chloride (19% recovery) of b.p.: 89° C/1.3 mm.Hg an... The product is C1(=CC=CC=C1)S(=O)(=O)Cl (benzene sulphonyl chloride), ClC=1C=C(C=CC1)S(=O)(=O)Cl (m-chlorobenzene sulphonyl chloride). Reactants: C1(=CC=CC=C1)S(=O)(=O)Cl (benzene sulphonyl chloride), ClCl (chlorine), Cl (hydrochloric acid). Reaction SMILES: [C:1]1([S:7]([Cl:10])(=[O:9])=[O:8])[CH:6]=[CH:5][CH:4]=[CH:3][CH:2]=1.[ClH:11].ClCl>[Fe]>[C:1]1([S:7]([Cl:10])(=[O:9])=[O:8])[CH:6]=[CH:5][CH:4]=[CH:3][CH:2]=1.[Cl:11][C:3]1[CH:2]=[C:1]([S:7]([Cl:10])(=[O:9])=[O:8])[CH:6]=[CH:5][CH:4]=1. Yields the product COC1=NC2=CC=C(C=C2N=C1)[N+](=O)[O-] (2-Methoxy-6-nitroquinoxaline). Run in C1CCOC1 (THF). Reported procedure: Into 10 ml of THF was dissolved 1.16 g of 2-chloro-6-nitroquinoxaline, and then 1.0 g of sodium methoxide was added thereto, followed by heating under refluxing for 30 minutes. Then, the solvent was removed by evaporation. Water was added to the residue, followed by extraction with ethyl acetate. The organic layer was washed with saturated saline. After the solvent was removed by evaporation, the residue was crystallized from diethyl ether-hexane to obtain 776 mg of the title compound. RXN SMILES: Cl[C:2]1[CH:11]=[N:10][C:9]2[C:4](=[CH:5][CH:6]=[C:7]([N+:12]([O-:14])=[O:13])[CH:8]=2)[N:3]=1.[CH3:15][O-:16].[Na+]>C1COCC1>[CH3:15][O:16][C:2]1[CH:11]=[N:10][C:9]2[C:4](=[CH:5][CH:6]=[C:7]([N+:12]([O-:14])=[O:13])[CH:8]=2)[N:3]=1 |f:1.2|. Reactants: ClC1=NC2=CC=C(C=C2N=C1)[N+](=O)[O-] (2-chloro-6-nitroquinoxaline), C[O-].[Na+] (sodium methoxide). Yield: 68.3%.